Dataset: the Open Reaction Database (ORD), a public repository of structured organic reaction records. Task: describe an organic reaction: reactants, conditions, products, and yield Starting materials: C(C1=CC=CC=C1)OC1=C(SC(=C1)C(F)(F)F)C(=O)O ((3-Benzyloxy-5-trifluoromethylthien-2-yl)-carboxylic acid). Reagents/catalysts: [Cu] (copper). Run in N1=CC=CC2=CC=CC=C12 (quinoline). Reaction conditions: temperature 150 celsius. Yields the product C(C1=CC=CC=C1)OC1=CSC(=C1)C(F)(F)F (3-Benzyloxy-5-trifluoromethylthiophen). Isolated yield 70.5%. Reaction SMILES: [CH2:1]([O:8][C:9]1[CH:13]=[C:12]([C:14]([F:17])([F:16])[F:15])[S:11][C:10]=1C(O)=O)[C:2]1[CH:7]=[CH:6][CH:5]=[CH:4][CH:3]=1>[Cu].N1C2C(=CC=CC=2)C=CC=1>[CH2:1]([O:8][C:9]1[CH:13]=[C:12]([C:14]([F:17])([F:15])[F:16])[S:11][CH:10]=1)[C:2]1[CH:3]=[CH:4][CH:5]=[CH:6][CH:7]=1. Reported procedure: A mixture of 5F (14.5 g) and quinoline (50 ml) was treated with copper powder (4.57 g) and heated to 150° C. The reaction mixture is heated for 25 minutes at 150° C. and cooled to room temperature. The mixture was filtered and washed with water. Aqueous quinoline was acidified with 6N HCl (pH=2) and extracted with diethyl ether twice. The combined organic phases were washed with water and dried. The mixture was concentrated and the residue was chromatographed to yield a yellow liquid (8.74 g, 71... The reactants are O.O.O.O.O.O.O.O.O.O.S(=O)(=O)([O-])[O-].[Na+].[Na+] (sodium sulfate decahydrate), FC1=C(C=CC=C1)S(=O)(=O)C1=CNC2=C(C=CC=C12)OCCN (2-[3-(2-fluoro-benzenesulfonyl)-1H-indol-7-yloxy]-ethylamine), Cl (HCl). The solvent is C(C)O (ethanol). Run at temperature 0 celsius, time 1 hour. The product is Cl.FC1=C(C=CC=C1)S(=O)(=O)C1=CNC2=C(C=CC=C12)OCCN (2-[3-(2-Fluoro-benzenesulfonyl)-1H-indol-7-yloxy]-ethylamine hydrochloride). The yield is 11.0%. As a reaction SMILES: O.O.O.O.O.O.O.O.O.O.S([O-])([O-])(=O)=O.[Na+].[Na+].[F:18][C:19]1[CH:24]=[CH:23][CH:22]=[CH:21][C:20]=1[S:25]([C:28]1[C:36]2[C:31](=[C:32]([O:37][CH2:38][CH2:39][NH2:40])[CH:33]=[CH:34][CH:35]=2)[NH:30][CH:29]=1)(=[O:27])=[O:26].[ClH:41]>C(O)C>[ClH:41].[F:18][C:19]1[CH:24]=[CH:23][CH:22]=[CH:21][C:20]=1[S:25]([C:28]1[C:36]2[C:31](=[C:32]([O:37][CH2:38][CH2:39][NH2:40])[CH:33]=[CH:34][CH:35]=2)[NH:30][CH:29]=1)(=[O:26])=[O:27] |f:0.1.2.3.4.5.6.7.8.9.10.11.12,16.17|. Procedure details: A dry 25 mL roundbottom flask was equipped with a magnetic stirrer and purged with argon gas. To this was added via syringe a solution of [3-(2-fluoro-benzenesulfonyl)-1H-indol-7-yloxy]-acetonitrile in 10 mL of anhydrous THF. The flask was cooled to 0° C. and lithium aluminum hydride solution was added (1 mL of 1M solution in THF) dropwise over 2 minutes via syringe. The reaction was allowed to warm to room temperature. After 1 hour, the reaction mixture was combined with 25 mL diethyl ether and... The reactants are C(C)(C)(C)C1=CC(=NO1)NC(=O)NC1=CC(=CC=C1)OC1=NC=NC2=CC=C(C=C12)I (1-(5-tert-butylisoxazol-3-yl)-3-[3-(6-iodoquinazolin-4-yloxy)phenyl]urea), N1CCOCC1 (morpholine), C(=O)([O-])[O-].[Cs+].[Cs+] (Cs2CO3). The reagents and catalysts are C=1C=CC(=CC1)/C=C/C(=O)/C=C/C2=CC=CC=C2.C=1C=CC(=CC1)/C=C/C(=O)/C=C/C2=CC=CC=C2.C=1C=CC(=CC1)/C=C/C(=O)/C=C/C2=CC=CC=C2.[Pd].[Pd] (tris(dibenzylideneacetone)dipalladium). Run in COCCOC (1,2-dimethoxyethane). Conditions: temperature 70 celsius. The product is C(C)(C)(C)C1=CC(=NO1)NC(=O)NC1=CC(=CC=C1)OC1=NC=NC2=CC=C(C=C12)N1CCOCC1 (1-(5-tert-butylisoxazol-3-yl)-3-[3-(6-morpholinoquinazolin-4-yloxy)phenyl]urea). Yield: 3.4%. As a reaction SMILES: [C:1]([C:5]1[O:9][N:8]=[C:7]([NH:10][C:11]([NH:13][C:14]2[CH:19]=[CH:18][CH:17]=[C:16]([O:20][C:21]3[C:30]4[C:25](=[CH:26][CH:27]=[C:28](I)[CH:29]=4)[N:24]=[CH:23][N:22]=3)[CH:15]=2)=[O:12])[CH:6]=1)([CH3:4])([CH3:3])[CH3:2].[NH:32]1[CH2:37][CH2:36][O:35][CH2:34][CH2:33]1.C([O-])([O-])=O.[Cs+].[Cs+]>COCCOC.C1C=CC(/C=C/C(/C=C/C2C=CC=CC=2)=O)=CC=1.C1C=CC(/C=C/C(/C=C/C2C=CC=CC=2)=O)=CC=1.C1C=CC(/C=C/C(/C=C/C2C=CC=CC=2)=O)=CC=1.[Pd].[Pd]>[C:1]([C:5]1[O:9][N:8]=[C:7]([NH:10][C:11]([NH:13][C:14]2[CH:19]=[CH:18][CH:17]=[C:16]([O:20][C:21]3[C:30]4[C:25](=[CH:26][CH:27]=[C:28]([N:32]5[CH2:37][CH2:36][O:35][CH2:34][CH2:33]5)[CH:29]=4)[N:24]=[CH:23][N:22]=3)[CH:15]=2)=[O:12])[CH:6]=1)([CH3:4])([CH3:3])[CH3:2] |f:2.3.4,6.7.8.9.10|. Reported procedure: A mixture of 1-(5-tert-butylisoxazol-3-yl)-3-[3-(6-iodoquinazolin-4-yloxy)phenyl]urea from Example 92A (0.225 g, 0.425 mmol), morpholine (0.5 mL), xamtphhos (0.087 g, 0.15 mmol), tris(dibenzylideneacetone)dipalladium (0) (0.046 g, 0.05 mmol), and Cs2CO3 (0.489 g, 1.5 mmol) in 1,2-dimethoxyethane (8 mL) was heated at 70° C. for 4 hours. It was quenched with water and extracted with CH2Cl2. Extracts were dried over MgSO4 and concentrated under reduced pressure. It was purified by silica gel chroma... Starting materials: N1(C=NC=C1)C1=CC=C(C=C1)CC(C)=O (1-[4-(1-imidazolyl)-phenyl]-2-propanone), C(C(=C)C)(=O)N (methacrylic acid amide), CC(C)([O-])C.[K+] (potassium tert-butoxide). The solvent is O1CCOCC1 (1,4-dioxane). The product is CC1C(NC(=C(C1)C1=CC=C(C=C1)N1C=NC=C1)C)=O (3,4-dihydro-3,6-dimethyl-5-[4-(1-imidazolyl)-phenyl]-2(1H)-pyridone). As a reaction SMILES: [N:1]1([C:6]2[CH:11]=[CH:10][C:9]([CH2:12][C:13](=O)[CH3:14])=[CH:8][CH:7]=2)[CH:5]=[CH:4][N:3]=[CH:2]1.[C:16]([NH2:21])(=[O:20])[C:17]([CH3:19])=[CH2:18].CC(C)([O-])C.[K+]>O1CCOCC1>[CH3:18][CH:17]1[CH2:19][C:12]([C:9]2[CH:10]=[CH:11][C:6]([N:1]3[CH:5]=[CH:4][N:3]=[CH:2]3)=[CH:7][CH:8]=2)=[C:13]([CH3:14])[NH:21][C:16]1=[O:20] |f:2.3|. Procedure: Similar to example 1, the reaction is carried out with 3 g 1-[4-(1-imidazolyl)-phenyl]-2-propanone, 30 ml 1,4-dioxane, 1.45 g methacrylic acid amide and 1.74 g potassium tert-butoxide. Starting materials: CO, CSc1ccc(C=C2C(C)=C(CCN(O)C3CCCCO3)c3cc(F)ccc32)cc1. Product: CSc1ccc(C=C2C(C)=C(CCNO)c3cc(F)ccc32)cc1. Reaction SMILES: [CH3:31][OH:32].[F:1][c:2]1[cH:3][c:4]2[c:8]([cH:9][cH:10]1)[C:7](=[CH:11][c:12]1[cH:13][cH:14][c:15]([S:18][CH3:19])[cH:16][cH:17]1)[C:6]([CH3:20])=[C:5]2[CH2:21][CH2:22][N:23]([OH:24])[CH:25]1[CH2:26][CH2:27][CH2:28][CH2:29][O:30]1>>[F:1][c:2]1[cH:3][c:4]2[c:8]([cH:9][cH:10]1)[C:7](=[CH:11][c:12]1[cH:13][cH:14][c:15]([S:18][CH3:19])[cH:16][cH:17]1)[C:6]([CH3:20])=[C:5]2[CH2:21][CH2:22][NH:23][OH:24]. Starting materials: O=C([O-])[O-], CC(C)(C)OC(=O)COc1ccc(CCOS(C)(=O)=O)cc1, CCOC(C)=O, CC#N, [K+], [K+], COC(=O)c1ccccc1S. Product: COC(=O)c1ccccc1SCCc1ccc(OCC(=O)OC(C)(C)C)cc1. Reaction SMILES: [C:34](=[O:35])([O-:36])[O-:37].[CH3:1][S:2]([O:3][CH2:6][CH2:7][c:8]1[cH:9][cH:10][c:11]([O:12][CH2:13][C:14](=[O:15])[O:16][C:17]([CH3:18])([CH3:19])[CH3:20])[cH:21][cH:22]1)(=[O:4])=[O:5].[CH3:40][CH2:41][O:42][C:43]([CH3:44])=[O:45].[CH3:46][C:47]#[N:48].[K+:38].[K+:39].[SH:23][c:24]1[c:25]([C:26](=[O:27])[O:28][CH3:29])[cH:30][cH:31][cH:32][cH:33]1>>[CH2:6]([CH2:7][c:8]1[cH:9][cH:10][c:11]([O:12][CH2:13][C:14](=[O:15])[O:16][C:17]([CH3:18])([CH3:19])[CH3:20])[cH:21][cH:22]1)[S:23][c:24]1[c:25]([C:26](=[O:27])[O:28][CH3:29])[cH:30][cH:31][cH:32][cH:33]1. Starting materials: C(C1=CC=CC=C1)(C1=CC=CC=C1)(C1=CC=CC=C1)NC=1SC=C(N1)/C(/C(=O)NC1[C@@H]2N(C(=C(CS2)C=P(C2=CC=CC=C2)(C2=CC=CC=C2)C2=CC=CC=C2)C(=O)OCC2=CC=C(C=C2)OC)C1=O)=N/OC(C1=CC=CC=C1)(C1=CC=CC=C1)C1=CC=CC=C1 (4-methoxyphenylmethyl 7-[(Z)-2-(2-tritylaminothiazol-4-yl)-2-trityloxyiminoacetamido]-3-(triphenylphosphoranylidene)methyl-3-cephem-4-carboxylate), [Si](C)(C)(C(C)(C)C)OCC=O (t-butyldimethylsilyloxyacetaldehyde). The solvent is ClCCl (dichloromethane). Product: C(C1=CC=CC=C1)(C1=CC=CC=C1)(C1=CC=CC=C1)NC=1SC=C(N1)/C(/C(=O)NC1[C@@H]2N(C(=C(CS2)\C=C/CO[Si](C)(C)C(C)(C)C)C(=O)OCC2=CC=C(C=C2)OC)C1=O)=N/OC(C1=CC=CC=C1)(C1=CC=CC=C1)C1=CC=CC=C1 (4-Methoxyphenylmethyl 7-[(Z)-2-(2-tritylaminothiazol-4-yl)-2-trityloxyiminoacetamido]-3-[(Z)-3-tert-butyldimethylsilyloxy-1-propenyl]-3-cephem-4-carboxylate). RXN SMILES: [C:1]([NH:20][C:21]1[S:22][CH:23]=[C:24](/[C:26](=[N:71]/[O:72][C:73]([C:86]2[CH:91]=[CH:90][CH:89]=[CH:88][CH:87]=2)([C:80]2[CH:85]=[CH:84][CH:83]=[CH:82][CH:81]=2)[C:74]2[CH:79]=[CH:78][CH:77]=[CH:76][CH:75]=2)/[C:27]([NH:29][CH:30]2[C:69](=[O:70])[N:32]3[C:33]([C:57]([O:59][CH2:60][C:61]4[CH:66]=[CH:65][C:64]([O:67][CH3:68])=[CH:63][CH:62]=4)=[O:58])=[C:34]([CH:37]=P(C4C=CC=CC=4)(C4C=CC=CC=4)C4C=CC=CC=4)[CH2:35][S:36][C@H:31]23)=[O:28])[N:25]=1)([C:14]1[CH:19]=[CH:18][CH:17]=[CH:16][CH:15]=1)([C:8]1[CH:13]=[CH:12][CH:11]=[CH:10][CH:9]=1)[C:2]1[CH:7]=[CH:6][CH:5]=[CH:4][CH:3]=1.[Si:92]([O:99][CH2:100][CH:101]=O)([C:95]([CH3:98])([CH3:97])[CH3:96])([CH3:94])[CH3:93]>ClCCl>[C:1]([NH:20][C:21]1[S:22][CH:23]=[C:24](/[C:26](=[N:71]/[O:72][C:73]([C:80]2[CH:81]=[CH:82][CH:83]=[CH:84][CH:85]=2)([C:74]2[CH:75]=[CH:76][CH:77]=[CH:78][CH:79]=2)[C:86]2[CH:87]=[CH:88][CH:89]=[CH:90][CH:91]=2)/[C:27]([NH:29][CH:30]2[C:69](=[O:70])[N:32]3[C:33]([C:57]([O:59][CH2:60][C:61]4[CH:62]=[CH:63][C:64]([O:67][CH3:68])=[CH:65][CH:66]=4)=[O:58])=[C:34](/[CH:37]=[CH:101]\[CH2:100][O:99][Si:92]([C:95]([CH3:96])([CH3:97])[CH3:98])([CH3:93])[CH3:94])[CH2:35][S:36][C@H:31]23)=[O:28])[N:25]=1)([C:2]1[CH:3]=[CH:4][CH:5]=[CH:6][CH:7]=1)([C:8]1[CH:13]=[CH:12][CH:11]=[CH:10][CH:9]=1)[C:14]1[CH:19]=[CH:18][CH:17]=[CH:16][CH:15]=1. Procedure: A solution of 4-methoxyphenylmethyl 7-[(Z)-2-(2-tritylaminothiazol-4-yl)-2-trityloxyiminoacetamido]-3-(triphenylphosphoranylidene)methyl-3-cephem-4-carboxylate (9.07 g; 7.27 mmol) and t-butyldimethylsilyloxyacetaldehyde (1.8 g; 10.34 mmol) in dichloromethane (100 ml) was stirred at room temperature for 16 hours. After the solvent was distilled off under reduced pressure, the residue was purified by chromatography on a silica gel column (n-hexane:ethyl acetate=2.5:1) whereby the title compound (4... The reactants are Cc1oc(-c2ccccc2)nc1COc1cccc(CON)c1, CC(=O)O, CC(=O)[O-], CCO, [Na+], CCOC(=O)CCCCC(=O)c1ccccc1, O. Reaction SMILES: [CH3:1][c:2]1[c:3]([CH2:13][O:14][c:15]2[cH:16][c:17]([CH2:18][O:19][NH2:20])[cH:21][cH:22][cH:23]2)[n:4][c:5](-[c:7]2[cH:8][cH:9][cH:10][cH:11][cH:12]2)[o:6]1.[CH3:41][C:42](=[O:43])[OH:44].[CH3:46][C:47](=[O:48])[O-:49].[CH3:51][CH2:52][OH:53].[Na+:45].[O:24]=[C:25]([CH2:26][CH2:27][CH2:28][CH2:29][C:30](=[O:31])[O:32][CH2:33][CH3:34])[c:35]1[cH:36][cH:37][cH:38][cH:39][cH:40]1.[OH2:50]>>[CH3:1][c:2]1[c:3]([CH2:13][O:14][c:15]2[cH:16][c:17]([CH2:18][O:19][N:20]=[C:25]([CH2:26][CH2:27][CH2:28][CH2:29][C:30](=[O:31])[O:32][CH2:33][CH3:34])[c:35]3[cH:36][cH:37][cH:38][cH:39][cH:40]3)[cH:21][cH:22][cH:23]2)[n:4][c:5](-[c:7]2[cH:8][cH:9][cH:10][cH:11][cH:12]2)[o:6]1. Yields the product CCOC(=O)CCCCC(=NOCc1cccc(OCc2nc(-c3ccccc3)oc2C)c1)c1ccccc1. The reactants are CCOC(=O)C(=O)OCC, CCOCC(=O)OCC, Cc1ccccc1, CCO, Cl, [Na]. The product is CCOC(=O)C(=O)C(OCC)C(=O)OCC. As a reaction SMILES: [C:5]([C:6](=[O:7])[O:8][CH2:9][CH3:10])(=[O:11])[O:12][CH2:13][CH3:14].[CH2:15]([CH3:16])[O:17][CH2:18][C:19](=[O:20])[O:21][CH2:22][CH3:23].[CH3:25][c:26]1[cH:27][cH:28][cH:29][cH:30][cH:31]1.[CH3:2][CH2:3][OH:4].[ClH:24].[Na:1]>>[C:5]([CH:6]([O:8][CH2:9][CH3:10])[C:18](=[O:17])[C:19](=[O:20])[O:21][CH2:22][CH3:23])(=[O:11])[O:12][CH2:13][CH3:14].